Dataset: the Open Reaction Database (ORD), a public repository of structured organic reaction records. Task: describe an organic reaction: reactants, conditions, products, and yield The reactants are [H-].[Na+] (sodium hydride), [I-].ClC1=C2C=CN3C(C2=CC=C1)=NC(=C3C[N+](C)(C)C)C (7-chloro-2-methyl-3-trimethylammoniomethylimidazo[2,1-a]isoquinoline iodide), C(C#C)O (propargyl alcohol). Run at temperature 100 celsius, time 2 hour. The product is ClC1=C2C=CN3C(C2=CC=C1)=NC(=C3COCC#C)C (7-chloro-2-methyl-3-propargyloxymethylimidazo[2,1-a]isoquinoline). Reaction SMILES: [H-].[Na+].[I-].[Cl:4][C:5]1[CH:14]=[CH:13][CH:12]=[C:11]2[C:6]=1[CH:7]=[CH:8][N:9]1[C:17]([CH2:18][N+](C)(C)C)=[C:16]([CH3:23])[N:15]=[C:10]12.[CH2:24]([OH:27])[C:25]#[CH:26]>>[Cl:4][C:5]1[CH:14]=[CH:13][CH:12]=[C:11]2[C:6]=1[CH:7]=[CH:8][N:9]1[C:17]([CH2:18][O:27][CH2:24][C:25]#[CH:26])=[C:16]([CH3:23])[N:15]=[C:10]12 |f:0.1,2.3|. Reported procedure: To a solution of 60% sodium hydride (0.235 g) in propargyl alcohol (9.36 ml) was added 7-chloro-2-methyl-3-trimethylammoniomethylimidazo[2,1-a]isoquinoline iodide (2.08 g) and the mixture was heated at 100° C. with stirring for 2 hours. After being cooled, the mixture was evaporated in vacuo and the residue was dissolved in chloroform. The solution was washed with water, dried over magnesium sulfate and evaporated in vacuo. The residue was purified by column chromatography on silica gel (20 g) w...